Dataset: the Open Reaction Database (ORD), a public repository of structured organic reaction records. Task: describe an organic reaction: reactants, conditions, products, and yield Reactants: C(#N)C=1C=CC2=C(N=C(O2)C(C)C2=C3C=CN(C3=C(C=C2OC)C)C(=O)OC(C)(C)C)C1 ((±)-tert-Butyl 4-(1-(5-cyanobenzo[d]oxazol-2-yl)ethyl)-5-methoxy-7-methyl-1H-indole-1-carboxylate), C1COCCOCCOCCOCCOCCO1 (18-crown-6), C(C=C)(=O)OC (methyl acrylate), CC(C)([O-])C.[K+] (potassium tert-butoxide). Reaction conditions: time 5 minute. Reaction SMILES: CC(C)([O-])C.[K+].[C:7]([C:9]1[CH:10]=[CH:11][C:12]2[O:16][C:15]([CH:17]([C:19]3[C:27]([O:28][CH3:29])=[CH:26][C:25]([CH3:30])=[C:24]4[C:20]=3[CH:21]=[CH:22][N:23]4[C:31]([O:33][C:34]([CH3:37])([CH3:36])[CH3:35])=[O:32])[CH3:18])=[N:14][C:13]=2[CH:38]=1)#[N:8].C1OCCOCCOCCOCCOCCOC1.[C:57]([O:61][CH3:62])(=[O:60])[CH:58]=[CH2:59]>C1COCC1>[C:7]([C:9]1[CH:10]=[CH:11][C:12]2[O:16][C:15]([C:17]([C:19]3[C:27]([O:28][CH3:29])=[CH:26][C:25]([CH3:30])=[C:24]4[C:20]=3[CH:21]=[CH:22][N:23]4[C:31]([O:33][C:34]([CH3:37])([CH3:36])[CH3:35])=[O:32])([CH2:59][CH2:58][C:57]([O:61][CH3:62])=[O:60])[CH3:18])=[N:14][C:13]=2[CH:38]=1)#[N:8] |f:0.1|. Procedure details: To a mixture of potassium tert-butoxide (15.60 mg, 0.139 mmol) in THF (329 μl) at −78° C. under nitrogen was added (±)-tert-butyl 4-(1-(5-cyanobenzo[d]oxazol-2-yl)ethyl)-5-methoxy-7-methyl-1H-indole-1-carboxylate (Example 150-A) (50 mg, 0.116 mmol) in THF (659 μL). After stirring for 5 min a solution of 18-crown-6 (3.06 mg, 0.012 mmol) in THF (412 μl) that was degassed and placed under nitrogen was added to the mixture at the same temperature and stirred for another 5 min. Then a solution of met... Solvent: C1CCOC1 (THF), C1CCOC1 (THF), C1CCOC1 (THF), C1CCOC1 (THF). The product is C(#N)C=1C=CC2=C(N=C(O2)C(C)(CCC(=O)OC)C2=C3C=CN(C3=C(C=C2OC)C)C(=O)OC(C)(C)C)C1 ((±)-tert-Butyl 4-(2-(5-cyanobenzo[d]oxazol-2-yl)-5-methoxy-5-oxopentan-2-yl)-5-methoxy-7-methyl-1H-indole-1-carboxylate).